describe an organic reaction: reactants, conditions, products, and yield From a dataset of the Open Reaction Database (ORD), a public repository of structured organic reaction records. Reaction conditions: time 3 hour. Product: C1(CC1)CON=C(C1=C(C=CC=C1F)OC(F)F)N (2-Difluoromethoxy-6-fluorobenzamide O-cyclopropylmethyl oxime). Reactants: O (water), [H-].[Na+] (sodium hydride), FC(OC1=C(C(N)=NO)C(=CC=C1)F)F (2-difluoromethoxy-6-fluorobenzamidoxime), BrCC1CC1 (bromocyclopropylmethane). As a reaction SMILES: [H-].[Na+].[F:3][CH:4]([F:17])[O:5][C:6]1[CH:15]=[CH:14][CH:13]=[C:12]([F:16])[C:7]=1[C:8](=[N:10][OH:11])[NH2:9].Br[CH2:19][CH:20]1[CH2:22][CH2:21]1.O>CN(C)C=O>[CH:20]1([CH2:19][O:11][N:10]=[C:8]([NH2:9])[C:7]2[C:12]([F:16])=[CH:13][CH:14]=[CH:15][C:6]=2[O:5][CH:4]([F:3])[F:17])[CH2:22][CH2:21]1 |f:0.1|. Procedure details: 0.4 g of 80% pure sodium hydride was added to a solution of 3.0 g of 2-difluoromethoxy-6-fluorobenzamidoxime in 30 ml of dimethylformamide (DMF) at 0 to 5° C. and the mixture was stirred at this temperature for 3 hours. 1.8 g of bromocyclopropylmethane were subsequently added at the same temperature, and stirring was subsequently continued for 2 hours at 5° C. and overnight at room temperature. The batch was stirred into 300 ml of water and extracted three times with in each case 70 ml of cycloh... Yield: 52.0%. Run in CN(C=O)C (dimethylformamide). Starting materials: CN1CCC(COc2ccc(Nc3ncc(Br)n4ccnc34)cc2)CC1, O=C([O-])[O-], CCOC(C)=O, CC1(C)OB(c2ccc(C(N)=O)c(F)c2)OC1(C)C, [Na+], [Na+], C1COCCO1, c1ccc(P(c2ccccc2)(c2ccccc2)[Pd](P(c2ccccc2)(c2ccccc2)c2ccccc2)(P(c2ccccc2)(c2ccccc2)c2ccccc2)P(c2ccccc2)(c2ccccc2)c2ccccc2)cc1. Product: CN1CCC(COc2ccc(Nc3ncc(-c4ccc(C(N)=O)c(F)c4)n4ccnc34)cc2)CC1. As a reaction SMILES: [Br:1][c:2]1[cH:3][n:4][c:5]([NH:11][c:12]2[cH:13][cH:14][c:15]([O:18][CH2:19][CH:20]3[CH2:21][CH2:22][N:23]([CH3:26])[CH2:24][CH2:25]3)[cH:16][cH:17]2)[c:6]2[n:7]1[cH:8][cH:9][n:10]2.[C:46](=[O:47])([O-:48])[O-:49].[CH3:52][CH2:53][O:54][C:55](=[O:56])[CH3:57].[F:27][c:28]1[c:29]([C:30](=[O:31])[NH2:32])[cH:33][cH:34][c:35]([B:37]2[O:38][C:39]([CH3:40])([CH3:41])[C:42]([CH3:43])([CH3:44])[O:45]2)[cH:36]1.[Na+:50].[Na+:51].[O:58]1[CH2:59][CH2:60][O:61][CH2:62][CH2:63]1.[cH:64]1[cH:65][cH:66][c:67]([P:68]([Pd:69]([P:70]([c:71]2[cH:72][cH:73][cH:74][cH:75][cH:76]2)([c:77]2[cH:78][cH:79][cH:80][cH:81][cH:82]2)[c:83]2[cH:84][cH:85][cH:86][cH:87][cH:88]2)([P:89]([c:90]2[cH:91][cH:92][cH:93][cH:94][cH:95]2)([c:96]2[cH:97][cH:98][cH:99][cH:100][cH:101]2)[c:102]2[cH:103][cH:104][cH:105][cH:106][cH:107]2)[P:108]([c:109]2[cH:110][cH:111][cH:112][cH:113][cH:114]2)([c:115]2[cH:116][cH:117][cH:118][cH:119][cH:120]2)[c:121]2[cH:122][cH:123][cH:124][cH:125][cH:126]2)([c:127]2[cH:128][cH:129][cH:130][cH:131][cH:132]2)[c:133]2[cH:134][cH:135][cH:136][cH:137][cH:138]2)[cH:139][cH:140]1>>[c:2]1(-[c:35]2[cH:34][cH:33][c:29]([C:30](=[O:31])[NH2:32])[c:28]([F:27])[cH:36]2)[cH:3][n:4][c:5]([NH:11][c:12]2[cH:13][cH:14][c:15]([O:18][CH2:19][CH:20]3[CH2:21][CH2:22][N:23]([CH3:26])[CH2:24][CH2:25]3)[cH:16][cH:17]2)[c:6]2[n:7]1[cH:8][cH:9][n:10]2. Reactants: C(OOOC(C)(C)C)([O-])=O.[K+] (potassium t-butylperoxy carbonate), O (water), CN(C=O)C (N,N-dimethylformamide), C(C)(C)(C)N=NC(C)(CC)Cl (2-t-butylazo-2-chlorobutane). Run in CCCCC (pentane). Run at time 5 hour. The product is C(C)(C)(C)N=NC(C)(CC)OC(=O)OOC(C)(C)C (2-t-Butylazo-2-(t-butylperoxycarbonyloxy)butane). As a reaction SMILES: C(=O)([O-])O[O:3][O:4][C:5]([CH3:8])([CH3:7])[CH3:6].[K+].CN(C)[CH:14]=[O:15].[C:17]([N:21]=[N:22][C:23](Cl)([CH2:25][CH3:26])[CH3:24])([CH3:20])([CH3:19])[CH3:18].[OH2:28]>CCCCC>[C:17]([N:21]=[N:22][C:23]([O:28][C:14]([O:3][O:4][C:5]([CH3:6])([CH3:7])[CH3:8])=[O:15])([CH2:25][CH3:26])[CH3:24])([CH3:20])([CH3:19])[CH3:18] |f:0.1|. Reported procedure: To a stirred slurry of 18.9 grams (0.11 mole) potassium t-butylperoxy carbonate in 80 ml. of N,N-dimethylformamide in a 250 ml round bottom flask was slowly added 17.66 grams (0.1 mole)2-t-butylazo-2-chlorobutane. After the addition was complete the reaction was stirred for 5 hours at room temperature and poured into 350 ml water. The product was taken up in 100 ml pentane and the pentane solution washed with 5% HCl, water and saturated sodium bicarbonate solution. The pentane solution was dried... Reactants: C(C)(=O)OCC (ethyl acetate), [OH-].[Na+] (sodium hydroxide), C(C)(=O)C=1C(=C2C(CCS(C2=C(C1)C)(=O)=O)(C)C)Cl (6-acetyl-5-chloro-4,4,8-trimethylthiochroman-1,1-dioxide), BrBr (bromine). The solvent is O (water). Conditions: temperature 100 celsius, time 3 hour. Yields the product ClC1=C2C(CCS(C2=C(C=C1C(=O)O)C)(=O)=O)(C)C (5-chloro-4,4,8-trimethylthiochroman-6-carboxylic acid-1,1-dioxide). Yield: 75.0%. As a reaction SMILES: [OH-].[Na+].BrBr.[C:5]([C:8]1[C:9]([Cl:23])=[C:10]2[C:15](=[C:16]([CH3:18])[CH:17]=1)[S:14](=[O:20])(=[O:19])[CH2:13][CH2:12][C:11]2([CH3:22])[CH3:21])(=[O:7])C.C(OCC)(=[O:26])C>O>[Cl:23][C:9]1[C:8]([C:5]([OH:26])=[O:7])=[CH:17][C:16]([CH3:18])=[C:15]2[C:10]=1[C:11]([CH3:22])([CH3:21])[CH2:12][CH2:13][S:14]2(=[O:20])=[O:19] |f:0.1|. Procedure details: 3.6 Grams (85 mmol) of sodium hydroxide was dissolved in 70 ml of water, and 1.5 ml (29 mmol) of bromine was added with cooling with ice. Further, 2.8 g (9.3 mmol) of 6-acetyl-5-chloro-4,4,8-trimethylthiochroman-1,1-dioxide was added, and the mixture was stirred for 3 hours and then heated at 100° C. for 5 hours. After the completion of the reaction, ethyl acetate was added, and the mixture was liquid-separated. An aqueous layer was adjusted to a pH of 1 by adding hydrochloric acid. The extracti... The reactants are C(C)OC(=O)C=1C(=C2C(=CN1)N(C(=C2Cl)C2=CC=C(C=C2)F)C2=CC=C(C=C2)F)O (3-chloro-1,2-bis-(4-fluoro-phenyl)-4-hydroxy-1H-pyrrolo[2,3-c]pyridine-5-carboxylic acid ethyl ester), C(C)OC(=O)C=1C(=C2C(=CN1)N(C=C2C2=CC=CC=C2)C2=CC=C(C=C2)F)O (1-(4-Fluoro-phenyl)-4-hydroxy-3-phenyl-1H-pyrrolo[2,3-c]pyridine-5-carboxylic acid ethyl ester). Product: C(C)OC(=O)C=1C(=C2C(=C(N1)Cl)N(C=C2C2=CC=CC=C2)C2=CC=C(C=C2)F)O (7-Chloro-1-(4-fluoro-phenyl)-4-hydroxy-3-phenyl-1H-pyrrolo[2,3-c]pyridine-5-carboxylic acid ethyl ester). RXN SMILES: C(OC(C1C(O)=C2C([Cl:15])=C(C3C=CC(F)=CC=3)N(C3C=CC(F)=CC=3)C2=CN=1)=O)C.[CH2:31]([O:33][C:34]([C:36]1[C:37]([OH:58])=[C:38]2[C:44]([C:45]3[CH:50]=[CH:49][CH:48]=[CH:47][CH:46]=3)=[CH:43][N:42]([C:51]3[CH:56]=[CH:55][C:54]([F:57])=[CH:53][CH:52]=3)[C:39]2=[CH:40][N:41]=1)=[O:35])[CH3:32]>>[CH2:31]([O:33][C:34]([C:36]1[C:37]([OH:58])=[C:38]2[C:44]([C:45]3[CH:46]=[CH:47][CH:48]=[CH:49][CH:50]=3)=[CH:43][N:42]([C:51]3[CH:52]=[CH:53][C:54]([F:57])=[CH:55][CH:56]=3)[C:39]2=[C:40]([Cl:15])[N:41]=1)=[O:35])[CH3:32]. Reported procedure: Prepared in analogy to that of 3-chloro-1,2-bis-(4-fluoro-phenyl)-4-hydroxy-1H-pyrrolo[2,3-c]pyridine-5-carboxylic acid ethyl ester from 1-(4-Fluoro-phenyl)-4-hydroxy-3-phenyl-1H-pyrrolo[2,3-c]pyridine-5-carboxylic acid ethyl ester. The title compound, 1H NMR (200 MHz, CDCl3): δ (ppm)=11.82 (s, 1H), 7.7-7.1 (m, 10H), 4.51 (q, 2H, J=6.8 Hz), 1.46 (t, 3H, J=6.8 Hz). Reactants: S(O)(O)(=O)=O (sulphuric acid), Cl (hydrochloric acid), C(=O)N (formamide), C(C)OCC(=O)OCC(C1=CC=C(C=C1)Cl)=O ((4-chlorobenzoyl)methyl ethoxyacetate). Run in O (water). Run at temperature 140 celsius. Product: ClC1=CC=C(C=C1)C=1N=C(OC1)COCC (4-(4-chlorophenyl)-2-ethoxymethyl-oxazole). The yield is 45.6%. As a reaction SMILES: S(=O)(=O)(O)O.C([NH2:8])=O.[CH2:9]([O:11][CH2:12][C:13]([O:15][CH2:16][C:17](=O)[C:18]1[CH:23]=[CH:22][C:21]([Cl:24])=[CH:20][CH:19]=1)=O)[CH3:10].Cl>O>[Cl:24][C:21]1[CH:22]=[CH:23][C:18]([C:17]2[N:8]=[C:13]([CH2:12][O:11][CH2:9][CH3:10])[O:15][CH:16]=2)=[CH:19][CH:20]=1. Procedure details: 40 g (0.41 mol) of concentrated sulphuric acid were added dropwise while stirring to 150 g (3.3 mol) of formamide, the temperature of the solution being held below 10° C. by cooling with ice. 50 g (0.2 mol) of (4-chlorobenzoyl)methyl ethoxyacetate were added and the solution was stirred and heated at 140° C. for 2 hours. The mixture was cooled, poured into 2 l of water, acidified to pH 1 by the addition of concentrated hydrochloric acid and extracted once with 500 ml of toluene and then twice wi...